This data is from the Open Reaction Database (ORD), a public repository of structured organic reaction records. The task is: describe an organic reaction: reactants, conditions, products, and yield Starting materials: [Cl-].[Al+3].[Cl-].[Cl-] (Aluminum chloride), C1(C=2C(C(=O)O1)=CC=CC2)=O (phthalic anhydride), S1C=CC=C1 (Thiophene). Run in ClCCl (dichloromethane), ClCCl (dichloromethane). Reaction conditions: time 30 minute. The product is S1C(=CC=C1)C(=O)C1=C(C(=O)O)C=CC=C1 (2-(Thiophene-2-carbonyl)benzoic acid). RXN SMILES: [Cl-].[Al+3].[Cl-].[Cl-].[C:5]1(=[O:15])[O:10][C:8](=[O:9])[C:7]2=[CH:11][CH:12]=[CH:13][CH:14]=[C:6]12.[S:16]1[CH:20]=[CH:19][CH:18]=[CH:17]1>ClCCl>[S:16]1[CH:20]=[CH:19][CH:18]=[C:17]1[C:8]([C:7]1[CH:11]=[CH:12][CH:13]=[CH:14][C:6]=1[C:5]([OH:10])=[O:15])=[O:9] |f:0.1.2.3|. Procedure: Aluminum chloride (58.7 g, 440 mmol, 2.2 equiv.) and dichloromethane (150 mL) were added to a round bottom flask. A solution of phthalic anhydride (29.6 g, 200 mmol, 1.0 equiv.) in dichloromethane (150 mL) was then added, and the mixture was stirred at room temperature for 30 minutes. Thiophene (15.8 mL, 200 mL, 1.0 equiv.) was added over 1 hour, after which the reaction mixture was stirred for 3 hours at room temperature. The reaction mixture was cautiously quenched with hydrochloric acid (0.2 ...